This data is from the Open Reaction Database (ORD), a public repository of structured organic reaction records. The task is: describe an organic reaction: reactants, conditions, products, and yield The reactants are O (water), O (water), [OH-].[Na+] (sodium hydroxide), [H-].[Al+3].[Li+].[H-].[H-].[H-] (lithium aluminium hydride), resultant mixture, C(C1=CC=CC=C1)N1C(C[C@@H]2CC3=C(C[C@H]12)C=CC=C3)=O (cis-1-benzyl-1,3,3a,4,9,9a-hexahydro-2H-benz[f]indol-2-one). Run in O1CCCC1 (tetrahydrofuran), O1CCCC1 (tetrahydrofuran). The product is C(C1=CC=CC=C1)N1CC[C@@H]2CC3=C(C[C@H]12)C=CC=C3 (cis-1-Benzyl-2,3,3a,4,9,9a-hexahydro-1H-benz[f]indole). Isolated yield 75.9%. As a reaction SMILES: [H-].[Al+3].[Li+].[H-].[H-].[H-].[CH2:7]([N:14]1[C@@H:22]2[C@@H:17]([CH2:18][C:19]3[CH:26]=[CH:25][CH:24]=[CH:23][C:20]=3[CH2:21]2)[CH2:16][C:15]1=O)[C:8]1[CH:13]=[CH:12][CH:11]=[CH:10][CH:9]=1.O.[OH-].[Na+]>O1CCCC1>[CH2:7]([N:14]1[C@@H:22]2[C@@H:17]([CH2:18][C:19]3[CH:26]=[CH:25][CH:24]=[CH:23][C:20]=3[CH2:21]2)[CH2:16][CH2:15]1)[C:8]1[CH:9]=[CH:10][CH:11]=[CH:12][CH:13]=1 |f:0.1.2.3.4.5,8.9|. Procedure: To a stirred suspension of lithium aluminium hydride (0.96 g, 25 mmol) in dry tetrahydrofuran (30 ml) at 0° C. under argon, was added cis-1-benzyl-1,3,3a,4,9,9a-hexahydro-2H-benz[f]indol-2-one (1.75 g, 6 mmol) in dry tetrahydrofuran (5 ml). The resultant mixture was then heated at reflux for 6 h, cooled to 0° C. and, with vigorous stirring, water (1 ml) was added, followed by aqueous 10% sodium hydroxide (5 ml) and water (2 ml). The resultant mixture was filtered and the solid residue was washed... Reactants: COC1=CC=C(C=C1)N (anisidine), CN(C1=CC=CC=C1)C (N,N-dimethylaniline), COC1=CC=C(C=C1)C(=O)CBr (2-bromo-4-methoxyacetophenone). The solvent is CCOC(=O)C (EtOAc). Conditions: time 1 hour. Product: C1(=CC=CC=C1)C=1NC2=CC=CC=C2C1 (2-Phenyl Indole). As a reaction SMILES: CO[C:3]1[CH:8]=[CH:7][C:6]([NH2:9])=[CH:5][CH:4]=1.CN(C)C1C=CC=CC=1.CO[C:21]1[CH:26]=[CH:25][C:24]([C:27]([CH2:29]Br)=O)=[CH:23][CH:22]=1>CCOC(C)=O>[C:24]1([C:27]2[NH:9][C:6]3[C:7]([CH:29]=2)=[CH:8][CH:3]=[CH:4][CH:5]=3)[CH:25]=[CH:26][CH:21]=[CH:22][CH:23]=1. Procedure details: To a boiling mixture of in-anisidine (1.56 ml, 20.0 minol) and N,N-dimethylaniline (3.5 ml) was added 2-bromo-4-methoxyacetophenone (1.37 g in EtOAc, 6.00 mmol) slowly by syringe. After addition, the mixture was kept at 170° C. for 1 hour. The reaction mixture was cooled to room temperature and a dark colored solid was formed. EtOAc was added along with HCI (2 N). The aqueous layer was extracted with EtOAc several times. The combined organic layers were washed with brine, and dried over MgSO4. S... The reactants are BrC1=CC2=C(C=3N(CCO2)C=C(N3)C=3N(C=C(N3)C)C(C)C)C=C1 (9-bromo-2-(1-isopropyl-4-methyl-1H-imidazol-2-yl)-5,6-dihydrobenzo[f]imidazo[1,2-d][1,4]oxazepine), CC(CN1N=CC(=C1)B1OC(C(O1)(C)C)(C)C)(C)O (2-methyl-1-(4-(4,4,5,5-tetramethyl-1,3,2-dioxaborolan-2-yl)-1H-pyrazol-1-yl)propan-2-ol). The product is C(C)(C)N1C(=NC(=C1)C)C=1N=C2N(CCOC3=C2C=CC(=C3)C=3C=NN(C3)CC(C)(O)C)C1 (1-(4-(2-(1-isopropyl-4-methyl-1H-imidazol-2-yl)-5,6-dihydrobenzo[f]imidazo[1,2-d][1,4]oxazepin-9-yl)-1H-pyrazol-1-yl)-2-methylpropan-2-ol). Yield: 22.0%. As a reaction SMILES: Br[C:2]1[CH:24]=[CH:23][C:5]2[C:6]3[N:7]([CH:11]=[C:12]([C:14]4[N:15]([CH:20]([CH3:22])[CH3:21])[CH:16]=[C:17]([CH3:19])[N:18]=4)[N:13]=3)[CH2:8][CH2:9][O:10][C:4]=2[CH:3]=1.[CH3:25][C:26]([OH:43])([CH3:42])[CH2:27][N:28]1[CH:32]=[C:31](B2OC(C)(C)C(C)(C)O2)[CH:30]=[N:29]1>>[CH:20]([N:15]1[CH:16]=[C:17]([CH3:19])[N:18]=[C:14]1[C:12]1[N:13]=[C:6]2[C:5]3[CH:23]=[CH:24][C:2]([C:31]4[CH:30]=[N:29][N:28]([CH2:27][C:26]([CH3:42])([OH:43])[CH3:25])[CH:32]=4)=[CH:3][C:4]=3[O:10][CH2:9][CH2:8][N:7]2[CH:11]=1)([CH3:22])[CH3:21]. Procedure: Following the procedure in Example 182, 9-bromo-2-(1-isopropyl-4-methyl-1H-imidazol-2-yl)-5,6-dihydrobenzo[f]imidazo[1,2-d][1,4]oxazepine was coupled with 2-methyl-1-(4-(4,4,5,5-tetramethyl-1,3,2-dioxaborolan-2-yl)-1H-pyrazol-1-yl)propan-2-ol to give 195. Yield 22%. MS (ESI+): 447.1. 1H NMR (400 MHz, DMSO) δ 8.34 (d, J=8.4, 1H), 8.14 (s, 1H), 7.93 (s, 1H), 7.63 (s, 1H), 7.36 (dd, J=8.4, 1.7, 1H), 7.25 (d, J=1.7, 1H), 7.00 (d, J=0.6, 1H), 5.68-5.57 (m, 1H), 4.72 (s, 1H), 4.48 (s, 4H), 4.03 (s, 2H... Reactants: C(C)(C)(C)C=1N=C(C=2C(N1)=NN(N2)CC)N2CC(CC2)(F)F (5-tert-Butyl-7-(3,3-difluoro-pyrrolidin-1-yl)-2-ethyl-2H-[1,2,3]triazolo[4,5-d]pyrimidine), C(C)(C)(C)C=1N=C(C2=C(N1)NN=N2)N2CC(CC2)(F)F (5-tert-butyl-7-(3,3-difluoropyrrolidin-1-yl)-3H-[1,2,3]triazolo[4,5-d]pyrimidine), BrCC1=C(C=CC(=C1Cl)Cl)C(F)(F)F (2-(bromomethyl)-3,4-dichloro-1-(trifluoromethyl)benzene). The product is C(C)(C)(C)C=1N=C(C=2C(N1)=NN(N2)CC2=C(C(=CC=C2C(F)(F)F)Cl)Cl)N2CC(CC2)(F)F (5-tert-Butyl-2-(2,3-dichloro-6-trifluoromethyl-benzyl)-7-(3,3-difluoro-pyrrolidin-1-yl)-2H-[1,2,3]triazolo[4,5-d]pyrimidine). Reaction SMILES: [C:1]([C:5]1[N:6]=[C:7]([N:16]2[CH2:20][CH2:19][C:18]([F:22])([F:21])[CH2:17]2)[C:8]2[C:9](=[N:11][N:12]([CH2:14][CH3:15])[N:13]=2)[N:10]=1)([CH3:4])([CH3:3])[CH3:2].C(C1N=C(N2CCC(F)(F)C2)C2N=NNC=2N=1)(C)(C)C.BrCC1[C:50]([Cl:51])=[C:49]([Cl:52])[CH:48]=[CH:47][C:46]=1[C:53]([F:56])([F:55])[F:54]>>[C:1]([C:5]1[N:6]=[C:7]([N:16]2[CH2:20][CH2:19][C:18]([F:21])([F:22])[CH2:17]2)[C:8]2[C:9](=[N:11][N:12]([CH2:14][C:15]3[C:46]([C:53]([F:55])([F:56])[F:54])=[CH:47][CH:48]=[C:49]([Cl:52])[C:50]=3[Cl:51])[N:13]=2)[N:10]=1)([CH3:2])([CH3:3])[CH3:4]. Procedure: In analogy to the procedure described for the synthesis of 5-tert-butyl-7-(3,3-difluoro-pyrrolidin-1-yl)-2-ethyl-2H-[1,2,3]triazolo[4,5-d]pyrimidine (example 3, step b), the title compound was prepared from 5-tert-butyl-7-(3,3-difluoropyrrolidin-1-yl)-3H-[1,2,3]triazolo[4,5-d]pyrimidine and 2-(bromomethyl)-3,4-dichloro-1-(trifluoromethyl)benzene and isolated as white solid. MS (m/e): 509.3 (MH+). Starting materials: ClC1=CN=CN1C (5-chloro-1-methylimidazole), S(O)(O)(=O)=O (sulfuric acid). Product: ClC1=C(N=CN1C)S(=O)(=O)O (5-Chloro-1-methyl-4-imidazolesulfonic acid). Reaction SMILES: [Cl:1][C:2]1[N:6]([CH3:7])[CH:5]=[N:4][CH:3]=1.[S:8](=O)(=[O:11])([OH:10])[OH:9]>>[Cl:1][C:2]1[N:6]([CH3:7])[CH:5]=[N:4][C:3]=1[S:8]([OH:11])(=[O:10])=[O:9]. Procedure: 33 g (0.28 mol) of 5-chloro-1-methylimidazole in 200 ml of fuming sulfuric acid are heated at 160°-180° C. for 4 hours. After cooling, the reaction mixture is cautiously added to ice. The product crystallizes out from the cold aqueous solution (about 1.5 l). After recrystallizing twice from water, the title compound is obtained in the form of coarse yellowish crystals of melting point 309°-310° C. Reactants: N1(CCC1)C1=CC=C2C(C(=CN(C2=N1)CCC#N)C(=O)OCC)=O (ethyl 7-azetidin-1-yl-1-(2-cyanoethyl)-4-oxo-1,4-dihydro-1,8-naphthyridine-3-carboxylate), BrN1C(=O)N(C(=O)C1(C)C)Br (1,3-dibromo-5,5-dimethylhydantoin). The solvent is C(Cl)(Cl)Cl (chloroform), C(Cl)(Cl)Cl (chloroform). The product is N1(CCC1)C1=C(C=C2C(C(=CN(C2=N1)CCC#N)C(=O)OCC)=O)Br (ethyl 7-azetidin-1-yl-6-bromo-1-(2-cyanoethyl)-4-oxo-1,4-dihydro-1,8-naphthyridine-3-carboxylate). RXN SMILES: [N:1]1([C:5]2[N:14]=[C:13]3[C:8]([C:9](=[O:24])[C:10]([C:19]([O:21][CH2:22][CH3:23])=[O:20])=[CH:11][N:12]3[CH2:15][CH2:16][C:17]#[N:18])=[CH:7][CH:6]=2)[CH2:4][CH2:3][CH2:2]1.[Br:25]N1C(C)(C)C(=O)N(Br)C1=O>C(Cl)(Cl)Cl>[N:1]1([C:5]2[N:14]=[C:13]3[C:8]([C:9](=[O:24])[C:10]([C:19]([O:21][CH2:22][CH3:23])=[O:20])=[CH:11][N:12]3[CH2:15][CH2:16][C:17]#[N:18])=[CH:7][C:6]=2[Br:25])[CH2:2][CH2:3][CH2:4]1. Procedure: A solution of EXAMPLE 81C (0.50 g) and 1,3-dibromo-5,5-dimethylhydantoin (0.26 g) in chloroform (100 mL) was refluxed for 10 minutes then cooled, diluted with chloroform, washed with 10% sodium bisulfate and brine, dried (MgSO4), filtered, and concentrated; and the concentrate was crystallized from dichloromethane/ethyl acetate/hexanes. Reactants: C(C)(C)(C)OC(N(C1CCOCC1)CCNC1=CC(=NC=2N1N=C(C2C2=C(C=C(C=C2Cl)C#C[Si](C)(C)C)Cl)C)C)=O ({2-[3-(2,6-dichloro-4-trimethylsilanylethynyl-phenyl)-2,5-dimethyl-pyrazolo[1,5-a]pyrimidin-7-ylamino]-ethyl}-(tetrahydro-pyran-4-yl)-carbamic acid tert-butyl ester), [OH-].[K+] (KOH). The solvent is C(C)O (ethanol), C(C)O (ethanol). Reaction conditions: temperature 0 celsius, time 1 hour. Yields the product ClC1=C(C(=CC(=C1)C#C)Cl)C=1C(=NN2C1N=C(C=C2NCCNC2CCOCC2)C)C (N-[3-(2,6-Dichloro-4-ethynyl-phenyl)-2,5-dimethyl-pyrazolo[1,5-a]pyrimidin-7-yl]-N′-(tetrahydro-pyran-4-yl)-ethane-1,2-diamine). Yield: 76.4%. As a reaction SMILES: C(OC(=O)[N:7]([CH2:14][CH2:15][NH:16][C:17]1[N:22]2[N:23]=[C:24]([CH3:40])[C:25]([C:26]3[C:31]([Cl:32])=[CH:30][C:29]([C:33]#[C:34][Si](C)(C)C)=[CH:28][C:27]=3[Cl:39])=[C:21]2[N:20]=[C:19]([CH3:41])[CH:18]=1)[CH:8]1[CH2:13][CH2:12][O:11][CH2:10][CH2:9]1)(C)(C)C.[OH-].[K+]>C(O)C>[Cl:39][C:27]1[CH:28]=[C:29]([C:33]#[CH:34])[CH:30]=[C:31]([Cl:32])[C:26]=1[C:25]1[C:24]([CH3:40])=[N:23][N:22]2[C:17]([NH:16][CH2:15][CH2:14][NH:7][CH:8]3[CH2:9][CH2:10][O:11][CH2:12][CH2:13]3)=[CH:18][C:19]([CH3:41])=[N:20][C:21]=12 |f:1.2|. Procedure: To a stirred solution of {2-[3-(2,6-dichloro-4-trimethylsilanylethynyl-phenyl)-2,5-dimethyl-pyrazolo[1,5-a]pyrimidin-7-ylamino]-ethyl}-(tetrahydro-pyran-4-yl)-carbamic acid tert-butyl ester (1.2 g, 2.0 mmol) in ethanol (2 mL) was added KOH (0.2 g, 8 mmol). After 1 hour, the reaction was cooled to 0° C. and 1:1 ethanol/concentrated aqueous hydrochloric acid (4 mL) was added and the mixture was allowed to warm to room temperature. After 1 day, the reaction was concentrated under reduced pressure, ... The reactants are N1C(=CC=C1)C(=O)OC (methyl 1H-pyrrole-2-carboxylate), [H-].[Na+] (NaH), BrCCCCBr (1,4-dibromobutane). Solvent: C1CCOC1 (THF). Reaction conditions: time 1 hour. Yields the product BrCCCCN1C(=CC=C1)C(=O)OC (Methyl 1-(4-bromobutyl)-1H-pyrrole-2-carboxylate). As a reaction SMILES: [H-].[Na+].[NH:3]1[CH:7]=[CH:6][CH:5]=[C:4]1[C:8]([O:10][CH3:11])=[O:9].[Br:12][CH2:13][CH2:14][CH2:15][CH2:16]Br>C1COCC1>[Br:12][CH2:13][CH2:14][CH2:15][CH2:16][N:3]1[CH:7]=[CH:6][CH:5]=[C:4]1[C:8]([O:10][CH3:11])=[O:9] |f:0.1|. Procedure details: To a suspension of 6.7 g (241.7 mmol) of NaH (60%) in 400 mL of anhydrous THF at 0° C. there are added 20 g (161.13 mmol) of methyl 1H-pyrrole-2-carboxylate (see Tetrahedron 2008, 64, 7745). The whole is subsequently stirred at ambient temperature for one hour. Then, there are added 95 mL of 1,4-dibromobutane. After the addition, the reaction mixture is heated at reflux for 12 hours. The precipitate obtained is filtered off and then washed with THF. The filtrate is subsequently concentrated to d... RXN SMILES: [CH2:1]([CH:2]([CH3:3])[CH3:4])[n:5]1[c:6]2[n:7][c:8](-[c:26]3[cH:27][n:28][c:29]([NH2:32])[n:30][cH:31]3)[n:9][c:10]([N:20]3[CH2:21][CH2:22][O:23][CH2:24][CH2:25]3)[c:11]2[n:12][c:13]1[N:14]1[CH2:15][CH2:16][NH:17][CH2:18][CH2:19]1.[CH2:40]([Cl:41])[Cl:42].[Na+:39].[O:33]1[CH2:34][CH2:37][CH2:36][CH2:35]1.[OH-:38]>>[CH2:1]([CH:2]([CH3:3])[CH3:4])[n:5]1[c:6]2[n:7][c:8](-[c:26]3[cH:27][n:28][c:29]([NH2:32])[n:30][cH:31]3)[n:9][c:10]([N:20]3[CH2:21][CH2:22][O:23][CH2:24][CH2:25]3)[c:11]2[n:12][c:13]1[N:14]1[CH2:15][CH2:16][N:17]([CH:34]=[O:33])[CH2:18][CH2:19]1. The product is CC(C)Cn1c(N2CCN(C=O)CC2)nc2c(N3CCOCC3)nc(-c3cnc(N)nc3)nc21. Starting materials: CC(C)Cn1c(N2CCNCC2)nc2c(N3CCOCC3)nc(-c3cnc(N)nc3)nc21, ClCCl, [Na+], C1CCOC1, [OH-].